From a dataset of the Open Reaction Database (ORD), a public repository of structured organic reaction records. describe an organic reaction: reactants, conditions, products, and yield Reactants: ClC=1C=C(C=CC1Cl)CN1N=NC(=C1)C(=O)OCC (ethyl 1-[(3,4-dichlorophenyl)methyl]-1H-1,2,3-triazole-4-carboxylate), ClC=1C=C(C=CC1Cl)CN1N=NC(=C1)C(=O)OCC (ethyl 1-[(3,4-dichlorophenyl)methyl]-1H-1,2,3-triazole-4-carboxylate), solution, CC(C)C[AlH]CC(C)C (DIBAL-H), solution, CC(C)C[AlH]CC(C)C (DIBAL-H), O (water), [NH4+].[Cl-] (NH4Cl). The solvent is C1CCOC1 (THF), C1(=CC=CC=C1)C (toluene), C1(=CC=CC=C1)C (toluene). Run at time 2 hour. The product is ClC=1C=C(C=CC1Cl)CN1N=NC(=C1)CO ({1-[(3,4-Dichlorophenyl)methyl]-1H-1,2,3-triazol-4-yl}methanol). Reaction SMILES: [Cl:1][C:2]1[CH:3]=[C:4]([CH2:9][N:10]2[CH:14]=[C:13]([C:15](OCC)=[O:16])[N:12]=[N:11]2)[CH:5]=[CH:6][C:7]=1[Cl:8].CC(C[AlH]CC(C)C)C.[NH4+].[Cl-].O>C1COCC1.C1(C)C=CC=CC=1>[Cl:1][C:2]1[CH:3]=[C:4]([CH2:9][N:10]2[CH:14]=[C:13]([CH2:15][OH:16])[N:12]=[N:11]2)[CH:5]=[CH:6][C:7]=1[Cl:8] |f:2.3|. Procedure: To a solution of ethyl 1-[(3,4-dichlorophenyl)methyl]-1H-1,2,3-triazole-4-carboxylate (Intermediate 10) (0.33 g, 1.09 mmol) in THF was added a 1M solution of DIBAL-H in toluene (2.3 mL, 2.1 eq) and the reaction was stirred at room temperature for 2 hours. The reaction was not completed. Two more equivalents of a 1M solution of DIBAL-H in toluene were added and the reaction was stirred for a further 18 hours. Solid NH4Cl was added followed by water and the aqueous phase was extracted with ether, ... Solvent: C(C)O (ethanol). Reaction conditions: time 30 minute. The product is OC1=CC=C(C=CC2=NN=C(CC3=C2C=C2C(=C3)OCO2)C)C=C1 (1-(4-Hydroxystyryl)-4-methyl-7,8-methylenedioxy-5H-2,3-benzodiazepine). Reaction SMILES: Cl([O-])(=O)(=O)=O.[OH:6][C:7]1[CH:28]=[CH:27][C:10]([CH:11]=[CH:12][CH2+:13]2[C:18]3[CH:19]=[C:20]4[O:25][CH2:24][O:23][C:21]4=[CH:22][C:17]=3[CH:16]=[C:15]([CH3:26])O2)=[CH:9][CH:8]=1.O.[NH2:30][NH2:31]>C(O)C>[OH:6][C:7]1[CH:28]=[CH:27][C:10]([CH:11]=[CH:12][C:13]2[C:18]3[CH:19]=[C:20]4[O:25][CH2:24][O:23][C:21]4=[CH:22][C:17]=3[CH2:16][C:15]([CH3:26])=[N:31][N:30]=2)=[CH:9][CH:8]=1 |f:0.1,2.3|. The reactants are Cl(=O)(=O)(=O)[O-].OC1=CC=C(C=C[CH2+]2OC(=CC3=C2C=C2C(=C3)OCO2)C)C=C1 (1-(4-hydroxystyryl)-3-methyl-6,7-methylenedioxy-2-benzopyrylium perchlorate), O.NN (hydrazine hydrate). Reported procedure: A mixture of 5 g (12.3 mM) of 1-(4-hydroxystyryl)-3-methyl-6,7-methylenedioxy-2-benzopyrylium perchlorate (m.p. 306° to 308° C. d.), 100 ml of 99.5% ethanol and 1.85 ml (36.9 mM) of 100% hydrazine hydrate are refluxed for one hour. The end-product is beginning to precipitate already in the first minutes of the reaction. The mixture is evaporated at reduced pressure, the partially crystalline residue is suspended in 100 ml of water, the crystals are filtered, washed with 3×10 ml of water, the cru... Reactants: CC(C)(C)OC(=O)C1CC(COS(C)(=O)=O)CN1C(=O)OC(C)(C)C, CN(C)C=O, CCOC(C)=O, [I-], [Na+]. Yields the product CC(C)(C)OC(=O)C1CC(=O)CN1C(=O)OC(C)(C)C. Reaction SMILES: [C:1]([CH3:2])([CH3:3])([CH3:4])[O:5][C:6]([CH:7]1[N:8]([C:18](=[O:19])[O:20][C:21]([CH3:22])([CH3:23])[CH3:24])[CH2:9][CH:10]([CH2:12][O:13][S:14]([CH3:15])(=[O:16])=[O:17])[CH2:11]1)=[O:25].[CH3:28][N:29]([CH3:30])[CH:32]=[O:31].[CH3:33][CH2:34][O:35][C:36](=[O:37])[CH3:38].[I-:27].[Na+:26]>>[C:1]([CH3:2])([CH3:3])([CH3:4])[O:5][C:6]([CH:7]1[N:8]([C:18](=[O:19])[O:20][C:21]([CH3:22])([CH3:23])[CH3:24])[CH2:9][C:10](=[O:31])[CH2:11]1)=[O:25]. Reactants: Cl (HCl), ice water, [BH4-].[Na+] (NaBH4), C[C@@H]1[C@@H](C2(CCCC2)CC(C1)=O)C(=O)OCC (cis-ethyl 7-methyl-9-oxospiro[4.5]decane-6-carboxylate). Run in CO (methanol), CO (methanol). Reaction conditions: temperature 20 celsius, time 4 hour. The product is crude product, O[C@H]1C[C@@H]([C@@H](C2(CCCC2)C1)C(=O)OCC)C (rel-(6S,7S,9S)-ethyl 9-hydroxy-7-methylspiro[4.5]decane-6-carboxylate), O[C@@H]1C[C@@H]([C@@H](C2(CCCC2)C1)C(=O)OCC)C (rel-(6S,7S,9R)-ethyl 9-hydroxy-7-methylspiro[4.5]decane-6-carboxylate). Isolated yield 22.0%. Reaction SMILES: [BH4-].[Na+].[CH3:3][C@H:4]1[CH2:13][C:12](=[O:14])[CH2:11][C:6]2([CH2:10][CH2:9][CH2:8][CH2:7]2)[C@H:5]1[C:15]([O:17][CH2:18][CH3:19])=[O:16].Cl>CO>[OH:14][C@@H:12]1[CH2:11][C:6]2([CH2:7][CH2:8][CH2:9][CH2:10]2)[C@@H:5]([C:15]([O:17][CH2:18][CH3:19])=[O:16])[C@@H:4]([CH3:3])[CH2:13]1.[OH:14][C@H:12]1[CH2:11][C:6]2([CH2:7][CH2:8][CH2:9][CH2:10]2)[C@@H:5]([C:15]([O:17][CH2:18][CH3:19])=[O:16])[C@@H:4]([CH3:3])[CH2:13]1 |f:0.1|. Procedure details: At 5° C., NaBH4 (0.26 g, 6.5 mmol) in methanol (25 ml) was treated with a solution of crude cis-ethyl 7-methyl-9-oxospiro[4.5]decane-6-carboxylate (2.2 g, 9.2 mmol) in methanol (10 ml). The resulting mixture was stirred at 20° C. for 4 h, poured into 2N aqueous HCl (30 ml) and ice/water (50 ml), and extracted twice with MTBE (50 ml). The combined organic phases were washed with water (50 ml), with a saturated aqueous solution of NaCl (50 ml), dried (MgSO4) and concentrated. FC (180 g SiO2, hexan... Reactants: IC1=C(C=CC=C1)C (2-iodotoluene), C1(CCCCC1)P(C1=C(C=CC=C1)C1=C(C=C(C=C1C(C)C)C(C)C)C(C)C)C1CCCCC1 (2-dicyclohexylphosphino-2′,4′,6′-triisopropylbiphenyl), C1(CCCCC1)P(C1=C(C=CC=C1)C1=C(C=C(C=C1C(C)C)C(C)C)C(C)C)C1CCCCC1 (2-Dicyclohexylphosphino-2′,4′,6′-triisopropylbiphenyl), NC1=C(C(=O)OC(C)(C)C)C=CC(=C1)C1=CC=C(C=C1)NS(=O)(=O)C (tert-butyl 2-amino-4-(4-(methanesulfonamido)phenyl)benzoate), C([O-])([O-])=O.[Cs+].[Cs+] (cesium carbonate), C(CC(O)(C(=O)O)CC(=O)O)(=O)O (citric acid). Reagents/catalysts: C=1C=CC(=CC1)/C=C/C(=O)/C=C/C2=CC=CC=C2.C=1C=CC(=CC1)/C=C/C(=O)/C=C/C2=CC=CC=C2.C=1C=CC(=CC1)/C=C/C(=O)/C=C/C2=CC=CC=C2.[Pd].[Pd] (tris(dibenzylideneacetone)dipalladium(0)), C(C)(=O)[O-].[Pd+2].C(C)(=O)[O-] (palladium acetate), C=1C=CC(=CC1)/C=C/C(=O)/C=C/C2=CC=CC=C2.C=1C=CC(=CC1)/C=C/C(=O)/C=C/C2=CC=CC=C2.C=1C=CC(=CC1)/C=C/C(=O)/C=C/C2=CC=CC=C2.[Pd].[Pd] (tris(dibenzylideneacetone)dipalladium(0)), C(C)(=O)[O-].[Pd+2].C(C)(=O)[O-] (palladium acetate). Solvent: C1(=CC=CC=C1)C (toluene), C(C)(=O)OCC (ethyl acetate). Conditions: temperature 110 celsius, time 24 hour. The product is CS(=O)(=O)NC1=CC=C(C=C1)C1=CC(=C(C(=O)OC(C)(C)C)C=C1)NC1=C(C=CC=C1)C (tert-butyl 4-(4-(methanesulfonamido)phenyl)-2-(2-methylanilino)benzoate). RXN SMILES: [NH2:1][C:2]1[CH:14]=[C:13]([C:15]2[CH:20]=[CH:19][C:18]([NH:21][S:22]([CH3:25])(=[O:24])=[O:23])=[CH:17][CH:16]=2)[CH:12]=[CH:11][C:3]=1[C:4]([O:6][C:7]([CH3:10])([CH3:9])[CH3:8])=[O:5].C(=O)([O-])[O-].[Cs+].[Cs+].I[C:33]1[CH:38]=[CH:37][CH:36]=[CH:35][C:34]=1[CH3:39].C1(P(C2CCCCC2)C2C=CC=CC=2C2C(C(C)C)=CC(C(C)C)=CC=2C(C)C)CCCCC1.C(O)(=O)CC(CC(O)=O)(C(O)=O)O>C1C=CC(/C=C/C(/C=C/C2C=CC=CC=2)=O)=CC=1.C1C=CC(/C=C/C(/C=C/C2C=CC=CC=2)=O)=CC=1.C1C=CC(/C=C/C(/C=C/C2C=CC=CC=2)=O)=CC=1.[Pd].[Pd].C([O-])(=O)C.[Pd+2].C([O-])(=O)C.C(OCC)(=O)C.C1(C)C=CC=CC=1>[CH3:25][S:22]([NH:21][C:18]1[CH:19]=[CH:20][C:15]([C:13]2[CH:12]=[CH:11][C:3]([C:4]([O:6][C:7]([CH3:10])([CH3:9])[CH3:8])=[O:5])=[C:2]([NH:1][C:33]3[CH:38]=[CH:37][CH:36]=[CH:35][C:34]=3[CH3:39])[CH:14]=2)=[CH:16][CH:17]=1)(=[O:24])=[O:23] |f:1.2.3,7.8.9.10.11,12.13.14|. Procedure: To toluene 3.0 mL suspension of tert-butyl 2-amino-4-(4-(methanesulfonamido)phenyl)benzoate 0.12 g and cesium carbonate 0.27 g were added 2-iodotoluene 0.084 mL, 2-dicyclohexylphosphino-2′,4′,6′-triisopropylbiphenyl 7.9 mg, tris(dibenzylideneacetone)dipalladium(0) 3.0 mg and palladium acetate 1.5 mg at room temperature, and it was stirred at 110° C. for 24 hours. 2-Dicyclohexylphosphino-2′,4′,6′-triisopropylbiphenyl 7.9 mg, tris(dibenzylideneacetone)dipalladium(0) 3.0 mg and palladium acetate 1.... Yields the product C(CCCCCCCCC)O (n-decanol). Reaction SMILES: C(OCCOCCO)CCC.[BH4-].[Na+].[O:14](C)[C:15]([CH2:17][CH2:18][CH2:19][CH2:20][CH2:21][CH2:22][CH2:23][CH2:24][CH3:25])=O.S(=O)(=O)(O)O>C1(C)C(C)=CC=CC=1>[CH2:15]([OH:14])[CH2:17][CH2:18][CH2:19][CH2:20][CH2:21][CH2:22][CH2:23][CH2:24][CH3:25] |f:1.2|. Isolated yield 98.0%. Reported procedure: 13.5 g (0.083 mole) of diethylene glycol monobutyl ether was added dropwise to a mixture consisting of 1.6 g (0.042 mole) of sodium borohydride, 10 ml of xylene and 5 g (0.027 mole) of methyl caprate at 95° C. over two hours while agitating the mixture. Subsequently, the mixture was agitated at the same temperature for two hours. After cooling to room temperature, the mixture was neutralized with dilute sulfuric acid. As a result, n-decanol was obtained in 98% yield. Reactants: [BH4-].[Na+] (sodium borohydride), O(C(=O)CCCCCCCCC)C (methyl caprate), C(CCC)OCCOCCO (diethylene glycol monobutyl ether), S(O)(O)(=O)=O (sulfuric acid). The solvent is C=1(C(=CC=CC1)C)C (xylene). The reactants are FC(C=1C=C(C=C(C1)C(F)(F)F)COC1C(C(CC1)NC)C1=CC=CC=C1)(F)F (1-(SR)-(3,5-Bis(trifluoromethyl)phenyl)methoxy-2-(SR)-phenyl-3-(RS)-(methyl amino)cyclopentane), CCN(C(C)C)C(C)C (DIPEA), ClC(=O)OC (methyl chloroformate). Run in C(Cl)Cl (methylene chloride). Yields the product FC(C=1C=C(C=C(C1)C(F)(F)F)COC1C(C(CC1)N(C)C(=O)OC)C1=CC=CC=C1)(F)F (1-(SR)-(3,5-Bis(trifluoromethyl)phenyl)methoxy-2-(SR)-phenyl-3-(RS)-(N-(methoxycarbonyl)-N-methylamino)cyclopentane). Yield: 70.2%. Reaction SMILES: [F:1][C:2]([F:29])([F:28])[C:3]1[CH:4]=[C:5]([CH2:13][O:14][CH:15]2[CH2:19][CH2:18][CH:17]([NH:20][CH3:21])[CH:16]2[C:22]2[CH:27]=[CH:26][CH:25]=[CH:24][CH:23]=2)[CH:6]=[C:7]([C:9]([F:12])([F:11])[F:10])[CH:8]=1.CCN(C(C)C)C(C)C.Cl[C:40]([O:42][CH3:43])=[O:41]>C(Cl)Cl>[F:1][C:2]([F:28])([F:29])[C:3]1[CH:4]=[C:5]([CH2:13][O:14][CH:15]2[CH2:19][CH2:18][CH:17]([N:20]([C:40]([O:42][CH3:43])=[O:41])[CH3:21])[CH:16]2[C:22]2[CH:23]=[CH:24][CH:25]=[CH:26][CH:27]=2)[CH:6]=[C:7]([C:9]([F:12])([F:11])[F:10])[CH:8]=1. Procedure details: To a solution of 25 mg of amine prepared in Example 11 and 0.05 mL of DIPEA in 0.5 mL of methylene chloride was added 12 mg of methyl chloroformate. After 1.5 h in a sealed vial, the volatiles were evaporated under a stream of nitrogen and the residue was purified on a 1 mm preparative silica gel plate eluted with ethyl acetate to afford 20 mg of title compound. Mass spec (NH3 /CI): 476 (M+1).